Dataset: the Open Reaction Database (ORD), a public repository of structured organic reaction records. Task: describe an organic reaction: reactants, conditions, products, and yield Reactants: C1(CCCCC1)C1(C(C=CC=C1)CC(=O)OCC)O (ethyl 2-cyclohexyl-2-hydroxy- phenylacetate), C1(CCCCC1)C1(C(C=CC=C1)CC(=O)OCC)O (ethyl 2-cyclohexyl-2-hydroxy- phenylacetate). The solvent is CO (methanol), [OH-].[Na+] (sodium hydroxide). Yields the product C1(CCCCC1)C1(C(C=CC=C1)CC(=O)O)O (2-cyclohexyl-2-hydroxy-phenylacetic acid). The yield is 79.0%. As a reaction SMILES: [CH:1]1([C:7]2([OH:19])[CH:12]=[CH:11][CH:10]=[CH:9][CH:8]2[CH2:13][C:14]([O:16]CC)=[O:15])[CH2:6][CH2:5][CH2:4][CH2:3][CH2:2]1>CO.[OH-].[Na+]>[CH:1]1([C:7]2([OH:19])[CH:12]=[CH:11][CH:10]=[CH:9][CH:8]2[CH2:13][C:14]([OH:16])=[O:15])[CH2:2][CH2:3][CH2:4][CH2:5][CH2:6]1 |f:2.3|. Reported procedure: A dissolved solution of ethyl 2-cyclohexyl-2-hydroxy- phenylacetate (Compound (4), 8.0 g) in methanol (150 ml) and 1N aqueous sodium hydroxide solution (60 ml) was refluxed for 3 hours and then, methanol was then removed under pressure. The residual solution was acidified with diluted hydrochloric acid, and extracted with ethyl acetate. The extract was washed with water, and dried over anhydrous sodium sulfate. The solvent was removed under pressure. The residue was recrystallized from hexane-et... The reactants are FC(C1=CC=C2C=CN(C(C2=C1)=O)[C@H](C(=O)O)CC)(F)F ((S)-2-(7-trifluoromethyl-1-oxo-1H-isoquinolin-2-yl)-butyric acid), C(C)(C)(C)OC(C[C@@H](C(COC1=C(C(=CC(=C1F)F)F)F)O)N)=O ((3S)-3-amino-4-hydroxy-5-(2,3,5,6-tetrafluoro-phenoxy)-pentanoic acid tert-butyl ester). The product is FC(C1=CC=C2C=CN(C(C2=C1)=O)[C@H](C(=O)N[C@@H](CC(=O)O)C(COC1=C(C(=CC(=C1F)F)F)F)=O)CC)(F)F ((S,S)-3-[2-(7-trifluoromethyl-1-oxo-1H-isoquinolin-2-yl)-butyrylamino]-4-oxo-5-(2,3,5,6-tetrafluoro-phenoxy)-pentanoic acid). As a reaction SMILES: [F:1][C:2]([F:21])([F:20])[C:3]1[CH:12]=[C:11]2[C:6]([CH:7]=[CH:8][N:9]([C@@H:14]([CH2:18][CH3:19])[C:15](O)=[O:16])[C:10]2=[O:13])=[CH:5][CH:4]=1.C([O:26][C:27](=[O:45])[CH2:28][C@H:29]([NH2:44])[CH:30]([OH:43])[CH2:31][O:32][C:33]1[C:38]([F:39])=[C:37]([F:40])[CH:36]=[C:35]([F:41])[C:34]=1[F:42])(C)(C)C>>[F:20][C:2]([F:1])([F:21])[C:3]1[CH:12]=[C:11]2[C:6]([CH:7]=[CH:8][N:9]([C@@H:14]([CH2:18][CH3:19])[C:15]([NH:44][C@H:29]([C:30](=[O:43])[CH2:31][O:32][C:33]3[C:38]([F:39])=[C:37]([F:40])[CH:36]=[C:35]([F:41])[C:34]=3[F:42])[CH2:28][C:27]([OH:45])=[O:26])=[O:16])[C:10]2=[O:13])=[CH:5][CH:4]=1. Procedure details: This compound was prepared using (S)-2-(7-trifluoromethyl-1-oxo-1H-isoquinolin-2-yl)-butyric acid (prepared as described in methods A-E, see example 2) and (3S)-3-amino-4-hydroxy-5-(2,3,5,6-tetrafluoro-phenoxy)-pentanoic acid tert-butyl ester (prepared as described in methods N-P) using procedures similar to those described in methods F, G and E. The product was isolated as a white solid (90% last step). IR (solid) 1791.6, 1649.5, 1516.8, 1493.1, 1322.5 cm−1; 1H NMR (400 MHz, d6-DMSO) δ 0.85 (3H... Starting materials: CC1=CC=C(C=C1)C1=NC=CC(=N1)C (2-(4-methylphenyl)-4-methylpyrimidine), BrN1C(CCC1=O)=O (N-bromosuccinimide). Product: BrCC1=CC=C(C=C1)C1=NC=CC(=N1)C (2-(4-bromomethylphenyl)-4-methylpyrimidine). RXN SMILES: [CH3:1][C:2]1[CH:7]=[CH:6][C:5]([C:8]2[N:13]=[C:12]([CH3:14])[CH:11]=[CH:10][N:9]=2)=[CH:4][CH:3]=1.[Br:15]N1C(=O)CCC1=O>>[Br:15][CH2:1][C:2]1[CH:3]=[CH:4][C:5]([C:8]2[N:13]=[C:12]([CH3:14])[CH:11]=[CH:10][N:9]=2)=[CH:6][CH:7]=1. Procedure details: Reaction of this 2-(4-methylphenyl)-4-methylpyrimidine with N-bromosuccinimide, as described in Example 15, affords 2-(4-bromomethylphenyl)-4-methylpyrimidine with a melting point of 104°-106° C. after recrystallisation from ligroin. A mixture of 105 g of 2-(4-bromomethylphenyl)-4-methylpyrimidine and 265 g of triethylphosphite is slowly heated, with stirring, to 150° C., while simultaneously distilling off ethyl bromide, and then stirred for 5 hours at this temperature. After distilling off exc...